Dataset: the Open Reaction Database (ORD), a public repository of structured organic reaction records. Task: describe an organic reaction: reactants, conditions, products, and yield Reactants: CO, [Na+], [OH-], O, O=C(Oc1ccccc1)C1(C(F)(F)F)CO1. Yields the product O=C(O)C1(C(F)(F)F)CO1. RXN SMILES: [CH3:20][OH:21].[Na+:19].[OH-:18].[OH2:17].[c:1]1([O:7][C:8]([C:9]2([C:12]([F:13])([F:14])[F:15])[CH2:10][O:11]2)=[O:16])[cH:2][cH:3][cH:4][cH:5][cH:6]1>>[O:7]=[C:8]([C:9]1([C:12]([F:13])([F:14])[F:15])[CH2:10][O:11]1)[OH:16]. The reactants are BrBr (bromine), [OH-].[Na+] (sodium hydroxide), Br[O-].[Na+] (sodium hypobromite), CCCC1=CC=C(C=C1)C(=O)C (4-n-propylacetophenone). Solvent: O (water), O1CCOCC1 (dioxan). Yields the product C(CC)C1=CC=C(C(=O)O)C=C1 (4-n-propylbenzoic acid). RXN SMILES: Br[O-:2].[Na+].BrBr.[OH-].[Na+].[CH3:8][CH2:9][CH2:10][C:11]1[CH:16]=[CH:15][C:14]([C:17](C)=[O:18])=[CH:13][CH:12]=1>O.O1CCOCC1>[CH2:10]([C:11]1[CH:12]=[CH:13][C:14]([C:17]([OH:18])=[O:2])=[CH:15][CH:16]=1)[CH2:9][CH3:8] |f:0.1,3.4|. Procedure details: A solution of sodium hypobromite prepared by dissolving bromine (1.0 mole) in a solution of sodium hydroxide (3.5 mole) in water (700 ml) at 0° C. was added to a well stirred solution of 4-n-propylacetophenone (0.2 mole), prepared in step A1, in dioxan (500 ml). Throughout the addition and for 0.25 hours afterwards the temperature was maintained at 35°-45° C. The excess of sodium hypobromite wad destroyed by adding a solution of sodium metabisulphite. Water (3.5 L) was added and bromoform distil...